This data is from the Open Reaction Database (ORD), a public repository of structured organic reaction records. The task is: describe an organic reaction: reactants, conditions, products, and yield Yields the product FC=1N(C=C(N1)C=CC(C)=NOC)C(C1=CC=CC=C1)(C1=CC=CC=C1)C1=CC=CC=C1 (2-fluoro-4-(3-methoxyiminobut-1-enyl)-1-triphenylmethylimidazole). Procedure details: Examples 55 and 56: E-2-Fluoro-4-(3-oxobut-1-enyl)-1-triphenylmethylimidazole in EtOH was treated with O-methylhydroxylamine hydrochloride and pyridine for 18 hours. Solvent was evaporated and 2-fluoro-4-(3-methoxyiminobut-1-enyl)-1-triphenylmethylimidazole isolated by crystallisation as a 3:1 mixture of isomers. The major Z, E-isomer had the following n.m.r. in CDCl3 : 1.96 (s, 3H); 3.9 (s, 3H); 6.48 (d, 1H); 6.6 (s, 1H); 7.04-7.4 (m, 16H). Run in CCO (EtOH). Starting materials: FC=1N(C=C(N1)\C=C\C(C)=O)C(C1=CC=CC=C1)(C1=CC=CC=C1)C1=CC=CC=C1 (E-2-Fluoro-4-(3-oxobut-1-enyl)-1-triphenylmethylimidazole), Cl.CON (O-methylhydroxylamine hydrochloride), N1=CC=CC=C1 (pyridine). As a reaction SMILES: [F:1][C:2]1[N:3]([C:12]([C:25]2[CH:30]=[CH:29][CH:28]=[CH:27][CH:26]=2)([C:19]2[CH:24]=[CH:23][CH:22]=[CH:21][CH:20]=2)[C:13]2[CH:18]=[CH:17][CH:16]=[CH:15][CH:14]=2)[CH:4]=[C:5](/[CH:7]=[CH:8]/[C:9](=O)[CH3:10])[N:6]=1.Cl.[CH3:32][O:33][NH2:34].N1C=CC=CC=1>CCO>[F:1][C:2]1[N:3]([C:12]([C:25]2[CH:30]=[CH:29][CH:28]=[CH:27][CH:26]=2)([C:13]2[CH:14]=[CH:15][CH:16]=[CH:17][CH:18]=2)[C:19]2[CH:20]=[CH:21][CH:22]=[CH:23][CH:24]=2)[CH:4]=[C:5]([CH:7]=[CH:8][C:9](=[N:34][O:33][CH3:32])[CH3:10])[N:6]=1 |f:1.2|. Reactants: CCO, CC1COCCN1c1cc(CO)nc(Cl)n1, [Na+], [Na+], O=C([O-])[O-], CN(C)C=O, O, CC1(C)OB(c2ccc(NC(=O)Nc3ccon3)cc2)OC1(C)C. The product is CC1COCCN1c1cc(CO)nc(-c2ccc(NC(=O)Nc3ccon3)cc2)n1. RXN SMILES: [CH3:53][CH2:54][OH:55].[Cl:1][c:2]1[n:3][c:4]([N:10]2[CH:11]([CH3:16])[CH2:12][O:13][CH2:14][CH2:15]2)[cH:5][c:6]([CH2:8][OH:9])[n:7]1.[Na+:42].[Na+:43].[O-:44][C:45](=[O:46])[O-:47].[O:48]=[CH:49][N:50]([CH3:51])[CH3:52].[OH2:17].[o:18]1[n:19][c:20]([NH:23][C:24]([NH:25][c:26]2[cH:27][cH:28][c:29]([B:32]3[O:33][C:34]([CH3:35])([CH3:36])[C:37]([CH3:38])([CH3:39])[O:40]3)[cH:30][cH:31]2)=[O:41])[cH:21][cH:22]1>>[c:2]1(-[c:29]2[cH:28][cH:27][c:26]([NH:25][C:24]([NH:23][c:20]3[n:19][o:18][cH:22][cH:21]3)=[O:41])[cH:31][cH:30]2)[n:3][c:4]([N:10]2[CH:11]([CH3:16])[CH2:12][O:13][CH2:14][CH2:15]2)[cH:5][c:6]([CH2:8][OH:9])[n:7]1. Reactants: [N+](=O)(O)[O-] (nitric acid), FC=1C=CC2=C(C1)C1(C(NC(S1)=O)=O)CCO2 ((±)-6-fluoro-2,3-dihydrospiro[4H-1-benzopyran-4,5'-thiazolidine]-2',4'-dione), ice water. Procedure: Into 2.5 ml of fuming nitric acid (96%, d 1.50), which had been cooled to -20° C. while stirring, there was introduced rapidly 500 mg of (±)-6-fluoro-2,3-dihydrospiro[4H-1-benzopyran-4,5'-thiazolidine]-2',4'-dione so that the temperature did not exceed -15° C. After stirring at -20° C. for 3 minutes, there was obtained a clear solution which was then poured immediately on to 15 ml of ice-water. After stirring briefly, the resulting precipitate was filtered, washed with cold water and dried. Ther... The product is FC=1C=C(C2=C(C1)C1(C(NC(S1)=O)=O)CCO2)[N+](=O)[O-] ((±)-6-fluoro-8-nitro-2,3-dihydrospiro[4H-1-benzopyran-4,5'-thiazolidine]-2',4'-dione). Reaction SMILES: [N+:1]([O-:4])(O)=[O:2].[F:5][C:6]1[CH:7]=[CH:8][C:9]2[O:21][CH2:20][CH2:19][C:12]3([S:16][C:15](=[O:17])[NH:14][C:13]3=[O:18])[C:10]=2[CH:11]=1>>[F:5][C:6]1[CH:7]=[C:8]([N+:1]([O-:4])=[O:2])[C:9]2[O:21][CH2:20][CH2:19][C:12]3([S:16][C:15](=[O:17])[NH:14][C:13]3=[O:18])[C:10]=2[CH:11]=1. The reactants are O[C@H](C)[C@@H]1[C@@H]2N([C@H](C([C@@H]2C)=O)C(=O)OCC2=CC=C(C=C2)[N+](=O)[O-])C1=O (4-nitrobenzyl (1R,3R,5R,6S)-6-((1R)-1-hydroxyethyl)-1-methyl-2-oxo-1-carbapenam-3-carboxylate), C1(=CC=CC=C1)C=1C=C(C=NC1)C(=O)C=1N=CN2C1SC(=C2)[Sn](CCCC)(CCCC)CCCC (7-(5-phenylpyridin-3-yl)carbonyl-2-(tri-n-butylstannyl)imidazo[5,1-b]thiazole). Product: O[C@H](C)[C@@H]1[C@@H]2N(C(=C([C@@H]2C)C2=CN3C(S2)=C(N=C3)C(=O)C=3C=NC=C(C3)C3=CC=CC=C3)C(=O)OCC3=CC=C(C=C3)[N+](=O)[O-])C1=O (4-Nitrobenzyl (1S,5R,6S)-6-((1R)-1-hydroxyethyl)-1-methyl-2-[7-(5-phenylpyridin-3-yl)carbonylimidazo[5,1-b]thiazol-2-yl]-1-carbapen-2-em-3-carboxylate). The yield is 14.7%. As a reaction SMILES: [OH:1][C@@H:2]([C@H:4]1[C:25](=[O:26])[N:6]2[C@@H:7]([C:12]([O:14][CH2:15][C:16]3[CH:21]=[CH:20][C:19]([N+:22]([O-:24])=[O:23])=[CH:18][CH:17]=3)=[O:13])[C:8](=O)[C@H:9]([CH3:10])[C@H:5]12)[CH3:3].[C:27]1([C:33]2[CH:34]=[C:35]([C:39]([C:41]3[N:42]=[CH:43][N:44]4[CH:48]=[C:47]([Sn](CCCC)(CCCC)CCCC)[S:46][C:45]=34)=[O:40])[CH:36]=[N:37][CH:38]=2)[CH:32]=[CH:31][CH:30]=[CH:29][CH:28]=1>>[OH:1][C@@H:2]([C@H:4]1[C:25](=[O:26])[N:6]2[C:7]([C:12]([O:14][CH2:15][C:16]3[CH:21]=[CH:20][C:19]([N+:22]([O-:24])=[O:23])=[CH:18][CH:17]=3)=[O:13])=[C:8]([C:47]3[S:46][C:45]4=[C:41]([C:39]([C:35]5[CH:36]=[N:37][CH:38]=[C:33]([C:27]6[CH:28]=[CH:29][CH:30]=[CH:31][CH:32]=6)[CH:34]=5)=[O:40])[N:42]=[CH:43][N:44]4[CH:48]=3)[C@H:9]([CH3:10])[C@H:5]12)[CH3:3]. Reported procedure: 4-Nitrobenzyl (1S,5R,6S)-6-((1R)-1-hydroxyethyl)-1-methyl-2-[7-(5-phenylpyridin-3-yl)carbonylimidazo[5,1-b]thiazol-2-yl]-1-carbapen-2-em-3-carboxylate (47 mg) was prepared in substantially the same manner as in step a) of Example 1, except that 270 mg of 4-nitrobenzyl (1R,3R,5R,6S)-6-((1R)-1-hydroxyethyl)-1-methyl-2-oxo-1-carbapenam-3-carboxylate and 293 mg of 7-(5-phenylpyridin-3-yl)carbonyl-2-(tri-n-butylstannyl)imidazo[5,1-b]thiazole were used as the starting compounds. Starting materials: CCOCC (ether), C1(CC1)N1C2=C(N=C(C3=C1N=CC=C3)SC)C(=CC=N2)C (11-cyclopropyl-4-methyl-6-methylthio-11H-dipyrido[3,2-b:2',3'-e][1,4]diazepine), Ca(OH)2, ClC1=CC(=CC=C1)C(=O)OO (m-chloroperbenzoic acid). Run in C(Cl)Cl (methylene chloride). Reaction conditions: temperature 0 celsius, time 30 minute. The product is C1(CC1)N1C2=C(N=C(C3=C1N=CC=C3)S(=O)C)C(=CC=N2)C (11-Cyclopropyl-4-methyl-6-methylsulfinyl-11H-dipyrido[3,2-b:2',3'-e][1,4]diazepine). The yield is 83.0%. As a reaction SMILES: [CH:1]1([N:4]2[C:10]3[N:11]=[CH:12][CH:13]=[CH:14][C:9]=3[C:8]([S:15][CH3:16])=[N:7][C:6]3[C:17]([CH3:21])=[CH:18][CH:19]=[N:20][C:5]2=3)[CH2:3][CH2:2]1.ClC1C=CC=C(C(OO)=[O:30])C=1.CCOCC>C(Cl)Cl>[CH:1]1([N:4]2[C:10]3[N:11]=[CH:12][CH:13]=[CH:14][C:9]=3[C:8]([S:15]([CH3:16])=[O:30])=[N:7][C:6]3[C:17]([CH3:21])=[CH:18][CH:19]=[N:20][C:5]2=3)[CH2:2][CH2:3]1. Procedure details: A solution of 11-cyclopropyl-4-methyl-6-methylthio-11H-dipyrido[3,2-b:2',3'-e][1,4]diazepine (0.8 g, 0.0027 mol) in methylene chloride (10 mL) was cooled in an ice water bath. To the resulting clear yellow solution was added m-chloroperbenzoic acid (0.55 g, 0.0027 mol) in one portion and the reaction mixture was stirred at 0° C. for 30 min. A cloudy yellow solution was obtained which was quenched by the addition of Ca(OH)2 (1 g, 0.0135 mol). The reaction mixture was stirred at room temperature f... The reactants are O=C1CC[C@@H](N1CC1=CC=NC=C1)C(=O)O ((R)-5-oxo-1-pyridin-4-ylmethyl-pyrrolidine-2-carboxylic acid), O=[N-] (ketoamide), CC(=O)OI1(C=2C=CC=CC2C(=O)O1)(OC(=O)C)OC(=O)C (Dess Martin reagent), NC(C(C(=O)N)O)CC1=CC=CC=C1 (3-amino-2-hydroxy-4-phenylbutanamide), O[NH-] (hydroxyamide). The product is NC(C(C(CC1=CC=CC=C1)NC(=O)[C@@H]1N(C(CC1)=O)CC1=CC=NC=C1)=O)=O ((2R)—N-(4-Amino-3,4-dioxo-1-phenylbutan-2-yl)-5-oxo-1-(pyridin-4-ylmethyl)-pyrrolidine-2-carboxamide). Reaction SMILES: [O:1]=[C:2]1[N:6]([CH2:7][C:8]2[CH:13]=[CH:12][N:11]=[CH:10][CH:9]=2)[C@@H:5]([C:14]([OH:16])=O)[CH2:4][CH2:3]1.[NH2:17][CH:18]([CH2:24][C:25]1[CH:30]=[CH:29][CH:28]=[CH:27][CH:26]=1)[CH:19]([OH:23])[C:20]([NH2:22])=[O:21].O[NH-].O=[N-].CC(OI1(OC(C)=O)(OC(C)=O)OC(=O)C2C=CC=CC1=2)=O>>[NH2:22][C:20](=[O:21])[C:19](=[O:23])[CH:18]([NH:17][C:14]([C@H:5]1[CH2:4][CH2:3][C:2](=[O:1])[N:6]1[CH2:7][C:8]1[CH:9]=[CH:10][N:11]=[CH:12][CH:13]=1)=[O:16])[CH2:24][C:25]1[CH:26]=[CH:27][CH:28]=[CH:29][CH:30]=1. Reported procedure: Coupling of (R)-5-oxo-1-pyridin-4-ylmethyl-pyrrolidine-2-carboxylic acid with 3-amino-2-hydroxy-4-phenylbutanamide and oxidation of the resulting hydroxyamide intermediate to the corresponding ketoamide using Dess Martin reagent.